The task is: describe an organic reaction: reactants, conditions, products, and yield. This data is from the Open Reaction Database (ORD), a public repository of structured organic reaction records. Starting materials: [BH4-], CCCCOC(=O)C1C(C(C)=O)C(=O)N1C(Cc1ccc(OC)cc1)Cc1ccc(OC)cc1, CC(C)O, [Na+], O. The product is CCCCOC(=O)C1C(C(C)O)C(=O)N1C(Cc1ccc(OC)cc1)Cc1ccc(OC)cc1. RXN SMILES: [BH4-:1].[CH2:3]([c:4]1[cH:5][cH:6][c:7]([O:10][CH3:11])[cH:8][cH:9]1)[CH:12]([N:13]1[C:14](=[O:27])[CH:15]([C:24]([CH3:25])=[O:26])[CH:16]1[C:17](=[O:18])[O:19][CH2:20][CH2:21][CH2:22][CH3:23])[CH2:28][c:29]1[cH:30][cH:31][c:32]([O:35][CH3:36])[cH:33][cH:34]1.[CH:38]([OH:39])([CH3:40])[CH3:41].[Na+:2].[OH2:37]>>[CH2:3]([c:4]1[cH:5][cH:6][c:7]([O:10][CH3:11])[cH:8][cH:9]1)[CH:12]([N:13]1[C:14](=[O:27])[CH:15]([CH:24]([CH3:25])[OH:26])[CH:16]1[C:17](=[O:18])[O:19][CH2:20][CH2:21][CH2:22][CH3:23])[CH2:28][c:29]1[cH:30][cH:31][c:32]([O:35][CH3:36])[cH:33][cH:34]1.